From a dataset of the Open Reaction Database (ORD), a public repository of structured organic reaction records. describe an organic reaction: reactants, conditions, products, and yield Reactants: C=CCn1c(C=O)nc2c1c(=O)n(C)c(=O)n2CCCC, Cl, NO, c1ccncc1. Yields the product C=CCn1c(C#N)nc2c1c(=O)n(C)c(=O)n2CCCC. Reaction SMILES: [CH2:1]([CH2:2][CH2:3][CH3:4])[n:5]1[c:6](=[O:21])[n:7]([CH3:20])[c:8](=[O:19])[c:9]2[n:10]([CH2:16][CH:17]=[CH2:18])[c:11]([CH:14]=[O:15])[n:12][c:13]12.[ClH:22].[NH2:23][OH:24].[cH:25]1[cH:26][cH:27][n:28][cH:29][cH:30]1>>[CH2:1]([CH2:2][CH2:3][CH3:4])[n:5]1[c:6](=[O:21])[n:7]([CH3:20])[c:8](=[O:19])[c:9]2[n:10]([CH2:16][CH:17]=[CH2:18])[c:11]([C:14]#[N:23])[n:12][c:13]12. The reactants are C[C@@H]([C@@H](C(=O)OC(C)(C)C)NC(C(F)(F)F)=O)C(=C)C1=CC=CC=C1 (tert-Butyl 3-Methyl-4-phenyl-2-(2,2,2-trifluoroacetamido)-(2S,3R)-pent-4-enoate), C[N+]1(CCOCC1)[O-] (NMO), O (H2O), NaIO4. The reagents and catalysts are O=[Os](=O)(=O)=O (OsO4). Run in C1CCOC1 (THF), CCOC(=O)C (EtOAc). Reaction conditions: time 16 hour. The product is C[C@H]([C@@H](C(=O)OC(C)(C)C)NC(C(F)(F)F)=O)C(C1=CC=CC=C1)=O (tert-Butyl 3-Methyl-4-oxo-4-phenyl-2-(2,2,2-trifluoroacetamido)-(2S,3R)-butanoate). RXN SMILES: [CH3:1][C@H:2]([C:18]([C:20]1[CH:25]=[CH:24][CH:23]=[CH:22][CH:21]=1)=C)[C@H:3]([NH:11][C:12](=[O:17])[C:13]([F:16])([F:15])[F:14])[C:4]([O:6][C:7]([CH3:10])([CH3:9])[CH3:8])=[O:5].C[N+]1([O-])CC[O:30]CC1.O>C1COCC1.CCOC(C)=O.O=[Os](=O)(=O)=O>[CH3:1][C@@H:2]([C:18](=[O:30])[C:20]1[CH:25]=[CH:24][CH:23]=[CH:22][CH:21]=1)[C@H:3]([NH:11][C:12](=[O:17])[C:13]([F:16])([F:15])[F:14])[C:4]([O:6][C:7]([CH3:10])([CH3:9])[CH3:8])=[O:5]. Procedure: To olefin 16 (903.4 mg, 2.53 mmol) in THF (25 mL) under N2 was added NMO (60% wt solution in H2O, 0.90 mL, 5.06 mmol) and OsO4 (4% wt solution in H2O, 1.50 mL, 0.25 mmol). The solution was stirred at ambient temperature for 16 h, and NaIO4 (2.16 g, 10.12 mmol) was then added, followed by H2O (2.7 mL). Stirring was continued for 4 h, and the reaction mixture was then diluted with EtOAc (200 mL) and washed with 10% Na2S2O3 (4×50 mL). The combined washings were extracted with EtOAc (50 mL). The org... The reactants are C([O-])(O)=O.[Na+] (sodium bicarbonate), IC1=NN(C2=NC=NC(=C21)N)C2CCNCC2 (3-Iodo-1-(4-piperidyl)-1H-pyrazolo[3,4-d]pyrimidin-4-amine), C=O (formaldehyde), C(C)(=O)O[BH-](OC(C)=O)OC(C)=O.[Na+] (sodium triacetoxyborohydride), [OH-].[Na+] (sodium hydroxide). Solvent: ClC(C)Cl (dichloroethane). Run at time 4 hour. Product: IC1=NN(C2=NC=NC(=C21)N)C2CCN(CC2)C (3-iodo-1-(1-methyl-4-piperidyl)-1H-pyrazolo[3,4-d]pyrimidin-4-amine). The yield is 52.9%. As a reaction SMILES: [I:1][C:2]1[C:10]2[C:5](=[N:6][CH:7]=[N:8][C:9]=2[NH2:11])[N:4]([CH:12]2[CH2:17][CH2:16][NH:15][CH2:14][CH2:13]2)[N:3]=1.C=O.[C:20](O[BH-](OC(=O)C)OC(=O)C)(=O)C.[Na+].C(=O)(O)[O-].[Na+].[OH-].[Na+]>ClC(Cl)C>[I:1][C:2]1[C:10]2[C:5](=[N:6][CH:7]=[N:8][C:9]=2[NH2:11])[N:4]([CH:12]2[CH2:17][CH2:16][N:15]([CH3:20])[CH2:14][CH2:13]2)[N:3]=1 |f:2.3,4.5,6.7|. Procedure: 3-Iodo-1-(4-piperidyl)-1H-pyrazolo[3,4-d]pyrimidin-4-amine (0.5 g, 1.45 mmol), formaldehyde (30% in water, 0.16 mL, 1.60 mmol) and sodium triacetoxyborohydride (0.43 g, 2.03 mmol) was mixed in dichloroethane (5 mL). After 4 hours, saturated sodium bicarbonate was added followed by sodium hydroxide (1.0N) to bring the pH to 10. The aqueous layer was extracted with dichloromethane. The combined organic layer was washed with brine, dried over MgSO4, filtered and evaporated to give 3-iodo-1-(1-methy... Starting materials: CCOc1cc2c(cc1OC)C(c1ccc(OC)nc1OC)=NC1CCC(O)CC21, CS(=O)(=O)O, C1CCOC1. The product is CCOc1cc2c(cc1OC)C(c1ccc(OC)nc1OC)=NC1CCC(O)CC21, CS(=O)(=O)O. Reaction SMILES: [CH3:1][O:2][c:3]1[n:4][c:5]([O:29][CH3:30])[cH:6][cH:7][c:8]1[C:9]1=[N:10][CH:11]2[CH2:12][CH2:13][CH:14]([OH:28])[CH2:15][CH:16]2[c:17]2[cH:18][c:19]([O:25][CH2:26][CH3:27])[c:20]([O:23][CH3:24])[cH:21][c:22]21.[CH3:31][S:32]([OH:33])(=[O:34])=[O:35].[O:36]1[CH2:37][CH2:38][CH2:39][CH2:40]1>>[CH3:1][O:2][c:3]1[n:4][c:5]([O:29][CH3:30])[cH:6][cH:7][c:8]1[C:9]1=[N:10][CH:11]2[CH2:12][CH2:13][CH:14]([OH:28])[CH2:15][CH:16]2[c:17]2[cH:18][c:19]([O:25][CH2:26][CH3:27])[c:20]([O:23][CH3:24])[cH:21][c:22]21.[CH3:31][S:32](=[O:33])(=[O:34])[OH:35].